Task: describe an organic reaction: reactants, conditions, products, and yield. Dataset: the Open Reaction Database (ORD), a public repository of structured organic reaction records The reactants are CN(CC(=O)O)C(=O)CN(C)C(=O)OC(C)(C)C, C1CCOC1, CCN(C(C)C)C(C)C, O=[N+]([O-])c1ccc2cc[nH]c2c1. The product is CN(CC(=O)n1ccc2ccc([N+](=O)[O-])cc21)C(=O)CN(C)C(=O)OC(C)(C)C. As a reaction SMILES: [C:1]([CH3:2])([CH3:3])([CH3:4])[O:5][C:6](=[O:7])[N:8]([CH2:9][C:10](=[O:11])[N:12]([CH3:13])[CH2:14][C:15](=[O:16])[OH:17])[CH3:18].[CH2:40]1[O:41][CH2:42][CH2:43][CH2:44]1.[CH:19]([N:20]([CH2:21][CH3:22])[CH:23]([CH3:24])[CH3:25])([CH3:26])[CH3:27].[N+:28](=[O:29])([O-:30])[c:31]1[cH:32][cH:33][c:34]2[cH:35][cH:36][nH:37][c:38]2[cH:39]1>>[C:1]([CH3:2])([CH3:3])([CH3:4])[O:5][C:6](=[O:7])[N:8]([CH2:9][C:10](=[O:11])[N:12]([CH3:13])[CH2:14][C:15](=[O:17])[n:37]1[cH:36][cH:35][c:34]2[cH:33][cH:32][c:31]([N+:28](=[O:29])[O-:30])[cH:39][c:38]21)[CH3:18]. Reactants: solid, Cl.O1COC2=C1C=CC=C2C2CCN(CC2)CC[C@@H]2CC[C@H](CC2)N (Trans-4-[2-(4-Benzo[1,3]dioxol-4-yl-piperidin-1-yl)-ethyl]-cyclohexylamine hydrochloride), Cl.O1COC2=C1C=CC=C2C2CCN(CC2)CC[C@@H]2CC[C@H](CC2)N (Trans-4-[2-(4-Benzo[1,3]dioxol-4-yl-piperidin-1-yl)-ethyl]-cyclohexylamine hydrochloride), COC(CC(=O)O)C (3-methoxybutanoic acid). The product is O1COC2=C1C=CC=C2C2CCN(CC2)CC[C@@H]2CC[C@H](CC2)NC(CC(C)OC)=O (Trans-N-{4-[2-(4-Benzo[1,3]dioxol-4-yl-piperidin-1-yl)-ethyl]-cyclohexyl}-3-methoxy-butyramide). RXN SMILES: Cl.[O:2]1[C:6]2[CH:7]=[CH:8][CH:9]=[C:10]([CH:11]3[CH2:16][CH2:15][N:14]([CH2:17][CH2:18][C@H:19]4[CH2:24][CH2:23][C@H:22]([NH2:25])[CH2:21][CH2:20]4)[CH2:13][CH2:12]3)[C:5]=2[O:4][CH2:3]1.[CH3:26][O:27][CH:28]([CH3:33])[CH2:29][C:30](O)=[O:31]>>[O:2]1[C:6]2[CH:7]=[CH:8][CH:9]=[C:10]([CH:11]3[CH2:16][CH2:15][N:14]([CH2:17][CH2:18][C@H:19]4[CH2:20][CH2:21][C@H:22]([NH:25][C:30](=[O:31])[CH2:29][CH:28]([O:27][CH3:26])[CH3:33])[CH2:23][CH2:24]4)[CH2:13][CH2:12]3)[C:5]=2[O:4][CH2:3]1 |f:0.1|. Reported procedure: The title compound, white solid (13.9 mg, 46.1%), MS (ISP) m/z=431.5 [(M+H)+], was prepared in accordance with the general method of example 1 from Trans-4-[2-(4-Benzo[1,3]dioxol-4-yl-piperidin-1-yl)-ethyl]-cyclohexylamine hydrochloride (intermediate A) (25.7 mg, 0.070 mmol) and 3-methoxybutanoic acid The reactants are palladiumtetrakistriphenylphosphine, C([O-])([O-])=O.[Na+].[Na+] (sodium carbonate), CSC1=CC=C(C=C1)B(O)O ([4-(methylthio)phenyl]boronic acid), [Cl-].[Na+] (sodium chloride), C1OC2(CC3=CC[C@H]4[C@@H]5CCC([C@@]5(C)C[C@@H]([C@@H]4[C@H]3CC2)C2=CC=C(C=C2)OS(=O)(=O)C(F)(F)F)=O)OC1 (3,3-(ethylenedioxy)-11β-(4-trifluoromethylsulfonyloxyphenyl)-5-estren-17-one). The reagents and catalysts are [Cl-].[Li+] (lithium chloride). Solvent: C1(=CC=CC=C1)C (toluene), C(C)O (ethanol). Conditions: temperature 95 celsius, time 6 hour. Yields the product C1OC2(CC3=CC[C@H]4[C@@H]5CCC([C@@]5(C)C[C@@H]([C@@H]4[C@H]3CC2)C2=CC=C(C=C2)C2=CC=C(C=C2)SC)=O)OC1 (3,3-(Ethylenedioxy)-11β-[4'-(methylthio)[1,1'-biphenyl]-4-yl]-5-estren-17-one). The yield is 100.2%. RXN SMILES: [CH2:1]1[CH2:37][O:36][C:3]2([CH2:20][CH2:19][C@H:18]3[C:5](=[CH:6][CH2:7][C@@H:8]4[C@@H:17]3[C@@H:16]([C:21]3[CH:26]=[CH:25][C:24](OS(C(F)(F)F)(=O)=O)=[CH:23][CH:22]=3)[CH2:15][C@@:13]3([CH3:14])[C@H:9]4[CH2:10][CH2:11][C:12]3=[O:35])[CH2:4]2)[O:2]1.C(=O)([O-])[O-].[Na+].[Na+].[CH3:44][S:45][C:46]1[CH:51]=[CH:50][C:49](B(O)O)=[CH:48][CH:47]=1.[Cl-].[Na+]>C1(C)C=CC=CC=1.C(O)C.[Cl-].[Li+]>[CH2:37]1[CH2:1][O:2][C:3]2([CH2:20][CH2:19][C@H:18]3[C:5](=[CH:6][CH2:7][C@@H:8]4[C@@H:17]3[C@@H:16]([C:21]3[CH:22]=[CH:23][C:24]([C:49]5[CH:50]=[CH:51][C:46]([S:45][CH3:44])=[CH:47][CH:48]=5)=[CH:25][CH:26]=3)[CH2:15][C@@:13]3([CH3:14])[C@H:9]4[CH2:10][CH2:11][C:12]3=[O:35])[CH2:4]2)[O:36]1 |f:1.2.3,5.6,9.10|. Procedure details: 1.73 g of 3,3-(ethylenedioxy)-11β-(4-trifluoromethylsulfonyloxyphenyl)-5-estren-17-one is dissolved in a mixture of 17 ml of toluene and 5 ml of ethanol and mixed in succession with 37 mg of palladiumtetrakistriphenylphosphine, 0.28 mg of lithium chloride, 4 ml of 2 m sodium carbonate solution and 0.7 g of [4-(methylthio)phenyl]boronic acid. The reaction mixture is then stirred for 6 hours at 95° C., cooled to room temperature and mixed with saturated sodium chloride solution. The organic phase ... Reactants: [Si](C)(C)(C(C)(C)C)OCC=1C(=C(C=CC1)N1CC(C1)C1CCN(CC1)C(=O)OC(C)(C)C)F (tert-Butyl 4-{1-[3-({[tert-butyl(dimethyl)silyl]oxy}methyl)-2-fluorophenyl]azetidin-3-yl}piperidine-1-carboxylate), C(=O)(C(F)(F)F)O (TFA). The solvent is ClCCl (dichloromethane). Reaction conditions: time 3 hour. Product: FC1=C(C=CC=C1N1CC(C1)C1CCNCC1)CO ({2-fluoro-3-[3-(piperidin-4-yl)azetidin-1-yl]phenyl}methanol). The yield is 78.1%. As a reaction SMILES: [Si]([O:8][CH2:9][C:10]1[C:11]([F:33])=[C:12]([N:16]2[CH2:19][CH:18]([CH:20]3[CH2:25][CH2:24][N:23](C(OC(C)(C)C)=O)[CH2:22][CH2:21]3)[CH2:17]2)[CH:13]=[CH:14][CH:15]=1)(C(C)(C)C)(C)C.C(O)(C(F)(F)F)=O>ClCCl>[F:33][C:11]1[C:12]([N:16]2[CH2:19][CH:18]([CH:20]3[CH2:21][CH2:22][NH:23][CH2:24][CH2:25]3)[CH2:17]2)=[CH:13][CH:14]=[CH:15][C:10]=1[CH2:9][OH:8]. Reported procedure: tert-Butyl 4-{1-[3-({[tert-butyl(dimethyl)silyl]oxy}methyl)-2-fluorophenyl]azetidin-3-yl}piperidine-1-carboxylate (2.9 g) and dichloromethane (29 ml) were mixed, and TFA (7.3 ml) was added thereto, followed by stirring at room temperature for 3 hours. The reaction mixture was concentrated under reduced pressure, and CHCl3 and a saturated aqueous sodium hydrogen carbonate solution were added thereto. The aqueous layer was concentrated under reduced pressure, and CHCl3 was added to the residue, fo... As a reaction SMILES: [C:35]([CH3:36])(=[O:37])[O:38][CH2:39][C:40](=[O:41])[Cl:42].[CH2:43]1[O:44][CH2:45][CH2:46][CH2:47]1.[ClH:1].[NH2:2][CH:3]1[CH:4]([OH:34])[CH:5]([OH:33])[CH:6]([n:8]2[c:9]3[n:10][c:11]([Cl:32])[n:12][c:13]([NH:17][CH2:18][CH:19]([c:20]4[cH:21][cH:22][cH:23][cH:24][cH:25]4)[c:26]4[cH:27][cH:28][cH:29][cH:30][cH:31]4)[c:14]3[n:15][cH:16]2)[CH2:7]1>>[NH:2]([CH:3]1[CH:4]([OH:34])[CH:5]([OH:33])[CH:6]([n:8]2[c:9]3[n:10][c:11]([Cl:32])[n:12][c:13]([NH:17][CH2:18][CH:19]([c:20]4[cH:21][cH:22][cH:23][cH:24][cH:25]4)[c:26]4[cH:27][cH:28][cH:29][cH:30][cH:31]4)[c:14]3[n:15][cH:16]2)[CH2:7]1)[C:40]([CH2:39][O:38][C:35]([CH3:36])=[O:37])=[O:41]. Product: CC(=O)OCC(=O)NC1CC(n2cnc3c(NCC(c4ccccc4)c4ccccc4)nc(Cl)nc32)C(O)C1O. Reactants: CC(=O)OCC(=O)Cl, C1CCOC1, Cl, NC1CC(n2cnc3c(NCC(c4ccccc4)c4ccccc4)nc(Cl)nc32)C(O)C1O. Conditions: time 30 minute. Solvent: 10, [OH-].[Na+] (sodium hydroxide), O (water). Reaction SMILES: [NH2:1][C:2](=[S:17])[NH:3][N:4]([C:8]1[CH:13]=[CH:12][C:11]([N+:14]([O-:16])=[O:15])=[CH:10][CH:9]=1)[C:5](=O)[CH3:6].Cl>[OH-].[Na+].O>[CH3:6][C:5]1[N:4]([C:8]2[CH:13]=[CH:12][C:11]([N+:14]([O-:16])=[O:15])=[CH:10][CH:9]=2)[N:3]=[C:2]([SH:17])[N:1]=1 |f:2.3|. The reactants are NC(NN(C(C)=O)C1=CC=C(C=C1)[N+](=O)[O-])=S (acetic acid, 2-(aminothioxomethyl)-1-(4-nitrophenyl)hydrazide), Cl (hydrochloric acid). Reported procedure: 40 Parts of acetic acid, 2-(aminothioxomethyl)-1-(4-nitrophenyl)hydrazide are dissolved in a mixture of 10 parts of sodium hydroxide and 400 parts of water and the solution is stirred for 30 minutes at room temperature. The reaction mixture is acidified with concentrated hydrochloric acid. The precipitated product is filtered off, washed with water and with 2-propanol and crystallized from 1,4-dioxane, yielding 22.4 parts of 5-methyl-1-(4-nitrophenyl)-1H-1,2,4-triazole-3-thiol; mp. 202.1° C. The product is 22.4, CC1=NC(=NN1C1=CC=C(C=C1)[N+](=O)[O-])S (5-methyl-1-(4-nitrophenyl)-1H-1,2,4-triazole-3-thiol). Reactants: O=C([O-])[O-], CCCI, [K+], [K+], CN(C)C=O, COCCOc1c(O)cccc1C=O. Product: CCCOc1cccc(C=O)c1OCCOC. As a reaction SMILES: [C:19](=[O:20])([O-:21])[O-:22].[I:1][CH2:2][CH2:3][CH3:4].[K+:23].[K+:24].[O:25]=[CH:26][N:27]([CH3:28])[CH3:29].[OH:5][c:6]1[c:7]([O:14][CH2:15][CH2:16][O:17][CH3:18])[c:8]([CH:9]=[O:10])[cH:11][cH:12][cH:13]1>>[CH2:2]([CH2:3][CH3:4])[O:5][c:6]1[c:7]([O:14][CH2:15][CH2:16][O:17][CH3:18])[c:8]([CH:9]=[O:10])[cH:11][cH:12][cH:13]1.